From a dataset of the Open Reaction Database (ORD), a public repository of structured organic reaction records. describe an organic reaction: reactants, conditions, products, and yield Starting materials: CCO, Cl, C=CC1CC(=O)C2Oc3c(OC)ccc4c3C23CCN(C)C(C4)C13. Product: CCC1CC(=O)C2Oc3c(OC)ccc4c3C23CCN(C)C(C4)C13. Reaction SMILES: [CH3:26][CH2:27][OH:28].[ClH:25].[O:1]1[c:2]2[c:3]([O:23][CH3:24])[cH:4][cH:5][c:6]3[c:15]2[C:14]24[CH:9]([CH:8]([CH2:7]3)[N:18]([CH3:19])[CH2:17][CH2:16]2)[CH:10]([CH:21]=[CH2:22])[CH2:11][C:12](=[O:20])[CH:13]14>>[O:1]1[c:2]2[c:3]([O:23][CH3:24])[cH:4][cH:5][c:6]3[c:15]2[C:14]24[CH:9]([CH:8]([CH2:7]3)[N:18]([CH3:19])[CH2:17][CH2:16]2)[CH:10]([CH2:21][CH3:22])[CH2:11][C:12](=[O:20])[CH:13]14. Starting materials: ice, C(C1=CC=CC=C1)OC(=O)N1C(CC2=CC(=CC=C12)N1C(OC(C1)CN)=O)CO[Si](C)(C)C(C)(C)C (3-[1-Benzyloxycarbonyl-2-[[(tert-butyldimethylsilyl)oxy]methyl]-5-indolinyl]-5-aminomethyloxazolidin-2-one), ice, C(C)(=O)OC(C)=O (acetic anhydride). Solvent: N1=CC=CC=C1 (pyridine). The product is C(C1=CC=CC=C1)OC(=O)N1C(CC2=CC(=CC=C12)N1C(O[C@H](C1)CNC(C)=O)=O)CO[Si](C)(C)C(C)(C)C ((S)-N-[[3-[1-Benzyloxycarbonyl-2-[[(tert-butyldimethylsilyl)oxy]methyl]-5-indolinyl]-2-oxo-5-oxazolidinyl]methyl]acetamide). RXN SMILES: [CH2:1]([O:8][C:9]([N:11]1[C:19]2[C:14](=[CH:15][C:16]([N:20]3[CH2:24][CH:23]([CH2:25][NH2:26])[O:22][C:21]3=[O:27])=[CH:17][CH:18]=2)[CH2:13][CH:12]1[CH2:28][O:29][Si:30]([C:33]([CH3:36])([CH3:35])[CH3:34])([CH3:32])[CH3:31])=[O:10])[C:2]1[CH:7]=[CH:6][CH:5]=[CH:4][CH:3]=1.[C:37](OC(=O)C)(=[O:39])[CH3:38]>N1C=CC=CC=1>[CH2:1]([O:8][C:9]([N:11]1[C:19]2[C:14](=[CH:15][C:16]([N:20]3[CH2:24][C@H:23]([CH2:25][NH:26][C:37](=[O:39])[CH3:38])[O:22][C:21]3=[O:27])=[CH:17][CH:18]=2)[CH2:13][CH:12]1[CH2:28][O:29][Si:30]([C:33]([CH3:36])([CH3:35])[CH3:34])([CH3:31])[CH3:32])=[O:10])[C:2]1[CH:7]=[CH:6][CH:5]=[CH:4][CH:3]=1. Procedure details: An ice cold, stirred mixture of the product from Step 7 (6.39 g, 0.0125 mol) and pyridine (75 ml), under nitrogen is treated, dropwise during 10 min, with acetic anhydride (24 ml). The mixture is kept in the ice bath for 20 min and at ambient temperature for 2 h. It is then concentrated in vacuo. The residue is mixed with ethyl acetate, washed with dilute sodium bicarbonate, water, and brine, dried (Na2SO4) and concentrated. Chromatography of the residue on silica gel with mixtures of MeOH—CH2Cl... The reactants are C[C@H]1[C@@H](CN(C1)CC=1C=NC(=NC1)C)C=1NC(C2=C(N1)N(N=C2)C2CCOCC2)=O (6-{(3S,4S)-4-methyl-1-[(2-methylpyrimidin-5-yl)methyl]pyrrolidin-3-yl}-1-(tetrahydro-2H-pyran-4-yl)-1,5-dihydro-4H-pyrazolo[3,4-d]pyrimidin-4-one), C(#N)[BH3-].[Na+] (sodium cyanoborohydride), FC=1C=C(C=O)C=C(C1)F (3,5-difluorobenzaldehyde). Yields the product FC=1C=C(CN2C[C@H]([C@@H](C2)C)C=2NC(C3=C(N2)N(N=C3)C3CCOCC3)=O)C=C(C1)F (6-[(3S,4S)-1-(3,5-difluorobenzyl)-4-methylpyrrolidin-3-yl]-1-(tetrahydro-2H-pyran-4-yl)-1,5-dihydro-4H-pyrazolo[3,4-d]pyrimidin-4-one). Reaction SMILES: [CH3:1][C@@H:2]1[CH2:6][N:5]([CH2:7][C:8]2[CH:9]=NC(C)=N[CH:13]=2)[CH2:4][C@H:3]1[C:15]1[NH:16][C:17](=[O:30])[C:18]2[CH:23]=[N:22][N:21]([CH:24]3[CH2:29][CH2:28][O:27][CH2:26][CH2:25]3)[C:19]=2[N:20]=1.C([BH3-])#N.[Na+].[F:35][C:36]1C=C(C=[C:42]([F:44])[CH:43]=1)C=O>>[F:35][C:36]1[CH:13]=[C:8]([CH:9]=[C:42]([F:44])[CH:43]=1)[CH2:7][N:5]1[CH2:6][C@@H:2]([CH3:1])[C@H:3]([C:15]2[NH:16][C:17](=[O:30])[C:18]3[CH:23]=[N:22][N:21]([CH:24]4[CH2:25][CH2:26][O:27][CH2:28][CH2:29]4)[C:19]=3[N:20]=2)[CH2:4]1 |f:1.2|. Reported procedure: Following the procedure for the preparation of 6-{(3S,4S)-4-methyl-1-[(2-methylpyrimidin-5-yl)methyl]pyrrolidin-3-yl}-1-(tetrahydro-2H-pyran-4-yl)-1,5-dihydro-4H-pyrazolo[3,4-d]pyrimidin-4-one but substituting sodium cyanoborohydride and 3,5-difluorobenzaldehyde provided the title compound. 400 MHz 1H NMR (CDCl3) δ 8.03 (s, 1H), 6.93-6.90 (m, 2H), 6.73-6.69 (m, 1H), 4.81-4.80 (m, 1H), 4.14-4.10 (m, 2H), 3.79-3.67 (m, 2H), 3.62-3.55 (m, 2H), 3.30-3.26 (m, 1H), 3.10-3.07 (m, 1H), 2.95-2.92 (m, 1H)... Starting materials: cyclic keto-ester, ClC1=CC(=CC=C1)C(=O)OO (metachloroperbenzoic acid). The solvent is ClCCl (dichloromethane). Conditions: temperature -18 celsius. Product: CC1(OC(COC1=O)=O)C (3,3-dimethyl-2,5-dioxane-1,4-dione). Reaction SMILES: ClC1C=C[CH:5]=[C:4]([C:8]([O:10]O)=[O:9])[CH:3]=1>ClCCl>[CH3:5][C:4]1([CH3:3])[C:8](=[O:9])[O:10][CH2:4][C:8](=[O:9])[O:10]1. Reported procedure: A solution of 5 g of cyclic keto-ester (39 mmol) and 8.1 g of metachloroperbenzoic acid (1.2 eq.) in 40 ml of dichloromethane is heated under reflux for 24 hours. The complete conversion of the ring with 5 members is monitored by NMR 1H on a sample. The reaction medium is then cooled down to −18° C. overnight then filtered on frit in order to eliminate the metachlorobenzoic acid formed. The filtrate is concentrated under vacuum. The residue is recrystallized from ethyl acetate at −18° C. 3.9 g o...